Dataset: the Open Reaction Database (ORD), a public repository of structured organic reaction records. Task: describe an organic reaction: reactants, conditions, products, and yield Reactants: BrC=1C=C(C=C(C1O)Cl)CC(=O)OCC (ethyl 2-(3-bromo-5-chloro-4-hydroxyphenyl)acetate), C(=O)([O-])[O-].[K+].[K+] (K2CO3), O (water), FC(CI)(F)F (Trifluoroethyl iodide). Run in CN(C)C=O (DMF). Run at temperature 60 celsius. Yields the product BrC=1C=C(C=C(C1OCC(F)(F)F)Cl)CC(=O)OCC (ethyl 2-(3-bromo-5-chloro-4-(2,2,2-trifluoroethoxy)phenyl)acetate). Yield: 78.7%. Reaction SMILES: [Br:1][C:2]1[CH:3]=[C:4]([CH2:10][C:11]([O:13][CH2:14][CH3:15])=[O:12])[CH:5]=[C:6]([Cl:9])[C:7]=1[OH:8].C([O-])([O-])=O.[K+].[K+].[F:22][C:23]([F:27])([F:26])[CH2:24]I.O>CN(C=O)C>[Br:1][C:2]1[CH:3]=[C:4]([CH2:10][C:11]([O:13][CH2:14][CH3:15])=[O:12])[CH:5]=[C:6]([Cl:9])[C:7]=1[O:8][CH2:24][C:23]([F:27])([F:26])[F:22] |f:1.2.3|. Procedure: To a stirred solution of ethyl 2-(3-bromo-5-chloro-4-hydroxyphenyl)acetate (6.5 g, 22 mmol), in DMF (100 mL), K2CO3 (7.67 g, 55.6 mmol) was added. Trifluoroethyl iodide (13.16 mL, 133 mmol) was added in a drop wise manner to the reaction mixture at RT. The mixture was then heated at 60° C. for 4 h. After completion of reaction, the mixture was poured into water and extracted with ethyl acetate (2×100 mL). The combined organic layers were washed with water, dried over Na2SO4 and concentrated unde... Reactants: OCCCNC(C1=CC=C(C=C1)O)=O (N-(3-hydroxypropyl)-4-hydroxybenzamide). Solvent: S(=O)(Cl)Cl (thionyl chloride). Reaction conditions: time 1.5 hour. Yields the product O1C(=NCCC1)C1=CC=C(C=C1)O (4-(5,6-dihydro-4H-1,3-oxazin-2-yl)phenol). Yield: 29.7%. As a reaction SMILES: O[CH2:2][CH2:3][CH2:4][NH:5][C:6](=[O:14])[C:7]1[CH:12]=[CH:11][C:10]([OH:13])=[CH:9][CH:8]=1>S(Cl)(Cl)=O>[O:14]1[CH2:2][CH2:3][CH2:4][N:5]=[C:6]1[C:7]1[CH:8]=[CH:9][C:10]([OH:13])=[CH:11][CH:12]=1. Procedure: A mixture of 37.8 g of N-(3-hydroxypropyl)-4-hydroxybenzamide and 100 ml of thionyl chloride was stirred for 1.5 hours. The reaction mixture was concentrated in vacuo, the solid residue triturated with ethyl acetate, and converted to the free base by treatment with ammonium hydroxide. There was obtained 10.2 g of 4-(5,6-dihydro-4H-1,3-oxazin-2-yl)phenol, m.p. 196°-198° C. (from methanol). Reactants: lithium hydroxide•monohydrate, C(#N)C1=C(C=CC(=C1)[N+](=O)[O-])S(=O)(=O)NC1=CC=C2C(=C(C(OC2=C1)=O)CC(=O)OC)C (methyl 7-(2-cyano-4-nitrobenzenesulfonamido)-4-methylcoumarin-3-acetate), Cl (HCl). Run in O (H2O), C1CCOC1 (THF). Run at time 30 minute. Yields the product C(#N)C1=C(C=CC(=C1)[N+](=O)[O-])S(=O)(=O)NC1=CC=C2C(=C(C(OC2=C1)=O)CC(=O)O)C (7-(2-cyano-4-nitrobenzenesulfonamido)-4-methyl-3-coumarinylacetic acid). RXN SMILES: [C:1]([C:3]1[CH:8]=[C:7]([N+:9]([O-:11])=[O:10])[CH:6]=[CH:5][C:4]=1[S:12]([NH:15][C:16]1[CH:25]=[C:24]2[C:19]([C:20]([CH3:32])=[C:21]([CH2:27][C:28]([O:30]C)=[O:29])[C:22](=[O:26])[O:23]2)=[CH:18][CH:17]=1)(=[O:14])=[O:13])#[N:2].Cl>C1COCC1.O>[C:1]([C:3]1[CH:8]=[C:7]([N+:9]([O-:11])=[O:10])[CH:6]=[CH:5][C:4]=1[S:12]([NH:15][C:16]1[CH:25]=[C:24]2[C:19]([C:20]([CH3:32])=[C:21]([CH2:27][C:28]([OH:30])=[O:29])[C:22](=[O:26])[O:23]2)=[CH:18][CH:17]=1)(=[O:14])=[O:13])#[N:2]. Reported procedure: Compound 2a was dissolved in THF (3.5 ml), lithium hydroxide•monohydrate (22.2 mg, 0.53 mmol, 7.6 equivalents) dissolved in H2O (3.5 ml) was added under cooling on ice, and the mixture was stirred. After 30 min, the reaction mixture was warmed to room temperature and further stirred. After 3 hr, the disappearance of the starting materials was confirmed by TLC and the reaction mixture was acidified with 5% HCl and extracted with CHCl3. The organic layer was washed with saturated brine, and dried ... Reactants: CCCC(C)COc1ccc(C(CNC(=O)C(NC(=O)OC(C)(C)C)C(C)CC)NC(=O)C(C)c2ccccc2)cc1, ClCCl, O=C(O)C(F)(F)F. Yields the product CCCC(C)COc1ccc(C(CNC(=O)C(N)C(C)CC)NC(=O)C(C)c2ccccc2)cc1. Reaction SMILES: [CH3:1][CH:2]([CH:3]([C:4](=[O:5])[NH:6][CH2:7][CH:8]([NH:9][C:10]([CH:11]([CH3:12])[c:13]1[cH:14][cH:15][cH:16][cH:17][cH:18]1)=[O:19])[c:20]1[cH:21][cH:22][c:23]([O:26][CH2:27][CH:28]([CH2:29][CH2:30][CH3:31])[CH3:32])[cH:24][cH:25]1)[NH:33][C:34](=[O:35])[O:36][C:37]([CH3:38])([CH3:39])[CH3:40])[CH2:41][CH3:42].[Cl:50][CH2:51][Cl:52].[F:43][C:44]([F:45])([F:46])[C:47]([OH:48])=[O:49]>>[CH3:1][CH:2]([CH:3]([C:4](=[O:5])[NH:6][CH2:7][CH:8]([NH:9][C:10]([CH:11]([CH3:12])[c:13]1[cH:14][cH:15][cH:16][cH:17][cH:18]1)=[O:19])[c:20]1[cH:21][cH:22][c:23]([O:26][CH2:27][CH:28]([CH2:29][CH2:30][CH3:31])[CH3:32])[cH:24][cH:25]1)[NH2:33])[CH2:41][CH3:42]. Reactants: BrBr (bromine), NC1[C@@H]2N(C(=C(CS2)COC)C(=O)OCOC(C(C)(C)C)=O)C1=O (pivaloyloxymethyl 7-amino-3-methoxymethyl-3-cephem-4-carboxylate), C(C)N(C1=CC=CC=C1)CC (N,N-diethylaniline), C=C1CC(=O)O1 (diketene). Solvent: C(Cl)Cl (methylene chloride), C(Cl)Cl (methylene chloride), C(Cl)Cl (methylene chloride). Reaction conditions: temperature -30 celsius, time 30 minute. The product is BrCC(=O)CC(=O)NC1[C@@H]2N(C(=C(CS2)COC)C(=O)OCOC(C(C)(C)C)=O)C1=O (Pivaloyloxymethyl 7-bromoacetylacetamido-3-methoxymethyl-3-cephem-4-carboxylate). Yield: 61.5%. RXN SMILES: [CH2:1]=[C:2]1[O:6][C:4](=[O:5])[CH2:3]1.[Br:7]Br.[NH2:9][CH:10]1[C:31](=[O:32])[N:12]2[C:13]([C:20]([O:22][CH2:23][O:24][C:25](=[O:30])[C:26]([CH3:29])([CH3:28])[CH3:27])=[O:21])=[C:14]([CH2:17][O:18][CH3:19])[CH2:15][S:16][C@H:11]12.C(N(CC)C1C=CC=CC=1)C>C(Cl)Cl>[Br:7][CH2:6][C:2]([CH2:3][C:4]([NH:9][CH:10]1[C:31](=[O:32])[N:12]2[C:13]([C:20]([O:22][CH2:23][O:24][C:25](=[O:30])[C:26]([CH3:27])([CH3:28])[CH3:29])=[O:21])=[C:14]([CH2:17][O:18][CH3:19])[CH2:15][S:16][C@H:11]12)=[O:5])=[O:1]. Procedure: 168 mg of diketene were dissolved in 2 ml of methylene chloride and, whilst stirring the solution, it was cooled to -30° C. To the solution was then added dropwise a solution of 320 mg of bromine in 2 ml of methylene chloride, and the resulting mixture was added dropwise to a solution of 322 mg of pivaloyloxymethyl 7-amino-3-methoxymethyl-3-cephem-4-carboxylate and 299 mg of N,N-diethylaniline in 5 ml of methylene chloride, which had been cooled to -5° C. The mixture was left to stand for 30 min... The reactants are C(C)(=O)O[BH-](OC(C)=O)OC(C)=O.[Na+] (sodium triacetoxyborohydride), FC(C(=O)O)(F)F.FC(C(=O)O)(F)F.COC=1C=CC(=C2C=CN(C12)S(=O)(=O)C1=CC=CC=C1)CN1CCNCC1 (7-Methoxy-1-(phenylsulfonyl)-4-(piperazin-1-ylmethyl)-1H-indole bis(trifluoroacetate)), Cl.N1CCC1 (azetidine hydrochloride), C(C)(=O)[O-].[Na+] (sodium acetate). The solvent is ClCCCl (1,2-dichloroethane). Reaction conditions: time 1 hour. Product: FC(C(=O)O)(F)F.N1(CCC1)CC1=C2C=CN(C2=C(C=C1)OC)S(=O)(=O)C1=CC=CC=C1 (4-(Azetidin-1-ylmethyl)-7-methoxy-1-(phenylsulfonyl)-1H-indole trifluoroacetate). As a reaction SMILES: [F:1][C:2]([F:7])([F:6])[C:3]([OH:5])=[O:4].FC(F)(F)C(O)=O.[CH3:15][O:16][C:17]1[CH:18]=[CH:19][C:20]([CH2:35][N:36]2[CH2:41]CN[CH2:38][CH2:37]2)=[C:21]2[C:25]=1[N:24]([S:26]([C:29]1[CH:34]=[CH:33][CH:32]=[CH:31][CH:30]=1)(=[O:28])=[O:27])[CH:23]=[CH:22]2.Cl.N1CCC1.C([O-])(=O)C.[Na+].C(O[BH-](OC(=O)C)OC(=O)C)(=O)C.[Na+]>ClCCCl>[F:1][C:2]([F:7])([F:6])[C:3]([OH:5])=[O:4].[N:36]1([CH2:35][C:20]2[CH:19]=[CH:18][C:17]([O:16][CH3:15])=[C:25]3[C:21]=2[CH:22]=[CH:23][N:24]3[S:26]([C:29]2[CH:30]=[CH:31][CH:32]=[CH:33][CH:34]=2)(=[O:28])=[O:27])[CH2:41][CH2:38][CH2:37]1 |f:0.1.2,3.4,5.6,7.8,10.11|. Procedure: 1-Benzenesulfonyl-7-methoxy-1H-indole-4-carbaldehyde (20 mg, 0.06 mmol prepared as in Example 79) azetidine hydrochloride (30 mg, 0.32 mmol) and sodium acetate (26 mg, 0.32 mmol) were mixed in 1,2-dichloroethane (1 mL), and stirred at 40° for 1 h, cooled to room temp followed by addition of sodium triacetoxyborohydride (22 mg, 0.1 mmol). The mixture was stirred over night. No remaining starting material according to LCMS. The mixture was evaporated, dissolved in DMF, filtered an purified on prep... Reactants: ClC1=CC=C(C(=N1)OC1CCOCC1)[N+](=O)[O-] (6-chloro-3-nitro-2-(tetrahydro-pyran-4-yloxy)-pyridine), CN(C)C=O (DMF). The reagents and catalysts are [C-]#N.[Zn+2].[C-]#N (zinc cyanide), C1(=CC=CC=C1)P([C-]1C=CC=C1)C1=CC=CC=C1.[C-]1(C=CC=C1)P(C1=CC=CC=C1)C1=CC=CC=C1.[Fe+2] (1,1′-bis(diphenylphosphino)-ferrocene), C=1C=CC(=CC1)/C=C/C(=O)/C=C/C2=CC=CC=C2.C=1C=CC(=CC1)/C=C/C(=O)/C=C/C2=CC=CC=C2.C=1C=CC(=CC1)/C=C/C(=O)/C=C/C2=CC=CC=C2.[Pd].[Pd] (Pd2dba3). Solvent: CCOC(=O)C (EtOAc). Conditions: temperature 100 celsius, time 5 hour. Yields the product [N+](=O)([O-])C=1C=CC(=NC1OC1CCOCC1)C#N (5-Nitro-6-(tetrahydro-pyran-4-yloxy)-pyridine-2-carbonitrile). Yield: 73.0%. As a reaction SMILES: Cl[C:2]1[N:7]=[C:6]([O:8][CH:9]2[CH2:14][CH2:13][O:12][CH2:11][CH2:10]2)[C:5]([N+:15]([O-:17])=[O:16])=[CH:4][CH:3]=1.[CH3:18][N:19](C=O)C>CCOC(C)=O.[C-]#N.[Zn+2].[C-]#N.C1(P(C2C=CC=CC=2)[C-]2C=CC=C2)C=CC=CC=1.[C-]1(P(C2C=CC=CC=2)C2C=CC=CC=2)C=CC=C1.[Fe+2].C1C=CC(/C=C/C(/C=C/C2C=CC=CC=2)=O)=CC=1.C1C=CC(/C=C/C(/C=C/C2C=CC=CC=2)=O)=CC=1.C1C=CC(/C=C/C(/C=C/C2C=CC=CC=2)=O)=CC=1.[Pd].[Pd]>[N+:15]([C:5]1[CH:4]=[CH:3][C:2]([C:18]#[N:19])=[N:7][C:6]=1[O:8][CH:9]1[CH2:14][CH2:13][O:12][CH2:11][CH2:10]1)([O-:17])=[O:16] |f:3.4.5,6.7.8,9.10.11.12.13|. Reported procedure: A mixture of 1.2 g (4.6 mmol) of 6-chloro-3-nitro-2-(tetrahydro-pyran-4-yloxy)-pyridine, 550 mg (4.7 mmol) zinc cyanide, 260 mg (0.47 mmol) 1,1′-bis(diphenylphosphino)-ferrocene, 215 mg (0.24 mmol) Pd2dba3 in DMF are stirred at 120° C. for 5 h and 100° C. over night. After cooling to RT, the reaction mixture is diluted with EtOAc, washed with 10% aq. K2CO3 solution, water and brine, dried and evaporated. The residual is purified by FC, giving rise to 840 mg (73%) 5-Nitro-6-(tetrahydro-pyran-4-yl... Reactants: C=1C=CC(=CC1)N=NC=2C=CC(=NC2N)N.Cl.[Cr](=O)(=O)([O-])Cl (pyridium chlorochromate), dichloromethane(1,000 ml), ClCCl (dichloromethane), OC[C@@H]1CC[C@H](CC1)C1=CC=C(C#N)C=C1 (4-{trans-4'-(hydroxymethyl]cyclohexyl}benzonitrile). Solvent: C(C)OCC (diethyl ether). Yields the product C(=O)[C@@H]1CC[C@H](CC1)C1=CC=C(C#N)C=C1 (4-{trans-4'-(formyl)cyclohexyl}benzonitrile). The yield is 94.9%. RXN SMILES: C1C=CC(N=NC2C=CC(N)=NC=2N)=CC=1.Cl.[Cr](Cl)([O-])(=O)=O.ClCCl.[OH:26][CH2:27][C@H:28]1[CH2:33][CH2:32][C@H:31]([C:34]2[CH:41]=[CH:40][C:37]([C:38]#[N:39])=[CH:36][CH:35]=2)[CH2:30][CH2:29]1>C(OCC)C>[CH:27]([C@H:28]1[CH2:33][CH2:32][C@H:31]([C:34]2[CH:35]=[CH:36][C:37]([C:38]#[N:39])=[CH:40][CH:41]=2)[CH2:30][CH2:29]1)=[O:26] |f:0.1.2|. Reported procedure: Into a 3 l capacity three-necked flask were added pyridium chlorochromate (161.7 g, 0.75 mol) and dichloromethane(1,000 ml), followed by agitating these, adding a dichloromethane solution (800 ml) of 4-{trans-4'-(hydroxymethyl]cyclohexyl}benzonitrile(107.6 g, 0.5 mol) at 20° C., agitating these for 90 minutes while keeping the temperature at 20° C., adding diethyl ether (1,500 ml), decanting the supernatant, passing the supernatant through a Florisil (trademark of the Floridin Company) column, c...